From a dataset of the Open Reaction Database (ORD), a public repository of structured organic reaction records. describe an organic reaction: reactants, conditions, products, and yield Procedure: By following the procedure as described in Example 1, DIBAL-H reduction of (2-chloro-phenoxy)-acetic acid methyl ester and subsequent reductive amination with isoquinoline-5-sulfonic acid (2-amino-ethyl)-amide (175 mg, 0.696 mmol) give 183 mg (0.451 mmol, 65% yield) of the free amine product as oil. The free amine is dissolved in EtOAc (10 mL) and treated dropwise with an EtOAc solution (10 mL) containing oxalic acid dihydrate (114 mg, 0.902 mmol) with stirring under nitrogen. The white suspensi... Reactants: CC(C)C[AlH]CC(C)C (DIBAL-H), COC(COC1=C(C=CC=C1)Cl)=O ((2-chloro-phenoxy)-acetic acid methyl ester), NCCNS(=O)(=O)C=1C=2C=CN=CC2C=CC1 (isoquinoline-5-sulfonic acid (2-amino-ethyl)-amide). Product: C(C(=O)O)(=O)O.C(C(=O)O)(=O)O.ClC1=C(OCCNCCNS(=O)(=O)C=2C=3C=CN=CC3C=CC2)C=CC=C1 (Isoquinoline-5-sulfonic acid {2-[2-(2-chloro-phenoxy)-ethylamino]-ethyl}-amide di-oxalic acid). Yield: 65.0%. RXN SMILES: CC(C[AlH]CC(C)C)C.C[O:11][C:12](=[O:22])[CH2:13][O:14][C:15]1[CH:20]=[CH:19][CH:18]=[CH:17][C:16]=1[Cl:21].[NH2:23][CH2:24][CH2:25][NH:26][S:27]([C:30]1[C:31]2[CH:32]=[CH:33][N:34]=[CH:35][C:36]=2[CH:37]=[CH:38][CH:39]=1)(=[O:29])=[O:28]>>[C:13]([OH:28])(=[O:14])[C:12]([OH:11])=[O:22].[C:13]([OH:28])(=[O:14])[C:12]([OH:11])=[O:22].[Cl:21][C:16]1[CH:17]=[CH:18][CH:19]=[CH:20][C:15]=1[O:14][CH2:13][CH2:12][NH:23][CH2:24][CH2:25][NH:26][S:27]([C:30]1[C:31]2[CH:32]=[CH:33][N:34]=[CH:35][C:36]=2[CH:37]=[CH:38][CH:39]=1)(=[O:29])=[O:28] |f:3.4.5|. The reactants are CC1CSC2=C(O1)c1cc(Br)ccc1C(=O)C2=O, O=C([O-])[O-], C1CCNCC1, C1COCCO1, [K+], [K+]. Yields the product CC1CSC2=C(O1)c1cc(N3CCCCC3)ccc1C(=O)C2=O. Reaction SMILES: [Br:1][c:2]1[cH:3][cH:4][c:5]2[c:15]([cH:16]1)[C:9]1=[C:8]([C:7](=[O:17])[C:6]2=[O:18])[S:13][CH2:12][CH:11]([CH3:14])[O:10]1.[C:25](=[O:26])([O-:27])[O-:28].[CH2:19]1[CH2:20][CH2:21][NH:22][CH2:23][CH2:24]1.[CH2:31]1[O:32][CH2:33][CH2:34][O:35][CH2:36]1.[K+:29].[K+:30]>>[c:2]1([N:22]2[CH2:21][CH2:20][CH2:19][CH2:24][CH2:23]2)[cH:3][cH:4][c:5]2[c:15]([cH:16]1)[C:9]1=[C:8]([C:7](=[O:17])[C:6]2=[O:18])[S:13][CH2:12][CH:11]([CH3:14])[O:10]1. The reactants are CC(C)(C)OC(=O)N1C2CCCC1CC(=O)C2, CCOC(=O)CP(=O)(OCC)OCC, C1CCOC1, [H-], [Na+]. Reaction SMILES: [C:17]([CH3:18])([CH3:19])([CH3:20])[O:21][C:22](=[O:23])[N:24]1[CH:25]2[CH2:26][C:27](=[O:33])[CH2:28][CH:29]1[CH2:30][CH2:31][CH2:32]2.[CH2:1]([CH3:2])[O:3][C:4]([CH2:5][P:6]([O:7][CH2:8][CH3:9])([O:10][CH2:11][CH3:12])=[O:13])=[O:14].[CH2:34]1[O:35][CH2:36][CH2:37][CH2:38]1.[H-:16].[Na+:15]>>[CH2:1]([CH3:2])[O:3][C:4]([CH:5]=[C:27]1[CH2:26][CH:25]2[N:24]([C:22]([O:21][C:17]([CH3:18])([CH3:19])[CH3:20])=[O:23])[CH:29]([CH2:28]1)[CH2:30][CH2:31][CH2:32]2)=[O:14]. Yields the product CCOC(=O)C=C1CC2CCCC(C1)N2C(=O)OC(C)(C)C. The reactants are [H-].C(C(C)C)[Al+]CC(C)C (diisobutyl aluminium hydride), O (water), CCCCCC.C(C)(=O)OCC (hexane ethyl acetate), ketone, CC(C)C=1C(CC(=CCCC(=CCCC(=CC1)C)C)C)=O (2-(1-methylethyl)-5,9,13-trimethyl-2,4,8,12-cyclotetradecatetraen-1-one). Solvent: C1(=CC=CC=C1)C (toluene), C1(=CC=CC=C1)C (toluene). Yields the product C/C/1=C\CC/C(=C/C=C(\[C@H](C/C(=C/CC1)/C)O)/C(C)C)/C (sarcophytol A). Isolated yield 90.3%. Reaction SMILES: [CH3:1][CH:2]([C:4]1[C:5](=[O:21])[CH2:6][C:7]([CH3:20])=[CH:8][CH2:9][CH2:10][C:11]([CH3:19])=[CH:12][CH2:13][CH2:14][C:15]([CH3:18])=[CH:16][CH:17]=1)[CH3:3].[H-].C([Al+]CC(C)C)C(C)C.O.CCCCCC.C(OCC)(=O)C>C1(C)C=CC=CC=1>[CH3:19][C:11]1=[CH:12][CH2:13][CH2:14][C:15]([CH3:18])=[CH:16][CH:17]=[C:4]([CH:2]([CH3:1])[CH3:3])[C@@H:5]([OH:21])[CH2:6][C:7]([CH3:20])=[CH:8][CH2:9][CH2:10]1 |f:1.2,4.5|. Procedure details: To the above ketone compound, 2-(1-methylethyl)-5,9,13-trimethyl-2,4,8,12-cyclotetradecatetraen-1-one (137 mg, 0.48 mmol) in dry toluene (2.5 ml) was dropwise added with stirring on a cooling bath at -70° C. a solution of 1M diisobutyl aluminium hydride in toluene (0.6 ml). One hour later, disappearance of the starting material was confirmed. After addition of water (0.25 ml) and removal of the cooling bath, the reaction mixture was stirred, followed by drying over MgSO4, filtration, and concent...